describe an organic reaction: reactants, conditions, products, and yield From a dataset of the Open Reaction Database (ORD), a public repository of structured organic reaction records. Reactants: BrC=1C=CC(=NC1)C(=O)N1CCC(CC1)C(C1=CC=C(C=C1)Cl)=O ((5-bromopyridin-2-yl)[4-(4-chlorobenzoyl)piperidin-1-yl]methanone), C[C@H]1NC(OC1)=O ((R)-4-methyloxazolidin-2-one). The product is ClC1=CC=C(C(=O)C2CCN(CC2)C(=O)C2=CC=C(C=N2)N2C(OC[C@H]2C)=O)C=C1 ((R)-3-{6-[4-(4-chlorobenzoyl)piperidine-1-carbonyl]pyridin-3-yl}-4-methyloxazolidin-2-one). Isolated yield 83.4%. As a reaction SMILES: Br[C:2]1[CH:3]=[CH:4][C:5]([C:8]([N:10]2[CH2:15][CH2:14][CH:13]([C:16](=[O:24])[C:17]3[CH:22]=[CH:21][C:20]([Cl:23])=[CH:19][CH:18]=3)[CH2:12][CH2:11]2)=[O:9])=[N:6][CH:7]=1.[CH3:25][C@@H:26]1[CH2:30][O:29][C:28](=[O:31])[NH:27]1>>[Cl:23][C:20]1[CH:21]=[CH:22][C:17]([C:16]([CH:13]2[CH2:14][CH2:15][N:10]([C:8]([C:5]3[N:6]=[CH:7][C:2]([N:27]4[C@H:26]([CH3:25])[CH2:30][O:29][C:28]4=[O:31])=[CH:3][CH:4]=3)=[O:9])[CH2:11][CH2:12]2)=[O:24])=[CH:18][CH:19]=1. Reported procedure: By reaction and treatment in the same manner as in Preparation Example 31 and using (5-bromopyridin-2-yl)[4-(4-chlorobenzoyl)piperidin-1-yl]methanone (2.4 g) described in Preparation Example 35 and (R)-4-methyloxazolidin-2-one (728 mg) described in Preparation Example 25, the title compound (2.1 g) was obtained. Reactants: CC1Cc2ccc(Br)cc2CN1c1cc(N2CCN(C)CC2)nc(N)n1, O=C([O-])O, C1COCCO1, CC1(C)OB(c2cnn(CC3(C#N)CC3)c2)OC1(C)C, CO, [Na+], O, c1ccc(P(c2ccccc2)(c2ccccc2)[Pd](P(c2ccccc2)(c2ccccc2)c2ccccc2)(P(c2ccccc2)(c2ccccc2)c2ccccc2)P(c2ccccc2)(c2ccccc2)c2ccccc2)cc1. Product: CC1Cc2ccc(-c3cnn(CC4(C#N)CC4)c3)cc2CN1c1cc(N2CCN(C)CC2)nc(N)n1. Reaction SMILES: [Br:1][c:2]1[cH:3][cH:4][c:5]2[c:10]([cH:11]1)[CH2:9][N:8]([c:12]1[n:13][c:14]([NH2:25])[n:15][c:16]([N:18]3[CH2:19][CH2:20][N:21]([CH3:24])[CH2:22][CH2:23]3)[cH:17]1)[CH:7]([CH3:26])[CH2:6]2.[C:47](=[O:48])([OH:49])[O-:50].[CH2:52]1[O:53][CH2:54][CH2:55][O:56][CH2:57]1.[CH3:27][C:28]1([CH3:29])[C:30]([CH3:31])([CH3:32])[O:33][B:34]([c:35]2[cH:36][n:37][n:38]([CH2:40][C:41]3([C:44]#[N:45])[CH2:42][CH2:43]3)[cH:39]2)[O:46]1.[CH3:58][OH:59].[Na+:51].[OH2:137].[cH:60]1[cH:61][cH:62][c:63]([P:64]([Pd:65]([P:66]([c:67]2[cH:68][cH:69][cH:70][cH:71][cH:72]2)([c:73]2[cH:74][cH:75][cH:76][cH:77][cH:78]2)[c:79]2[cH:80][cH:81][cH:82][cH:83][cH:84]2)([P:85]([c:86]2[cH:87][cH:88][cH:89][cH:90][cH:91]2)([c:92]2[cH:93][cH:94][cH:95][cH:96][cH:97]2)[c:98]2[cH:99][cH:100][cH:101][cH:102][cH:103]2)[P:104]([c:105]2[cH:106][cH:107][cH:108][cH:109][cH:110]2)([c:111]2[cH:112][cH:113][cH:114][cH:115][cH:116]2)[c:117]2[cH:118][cH:119][cH:120][cH:121][cH:122]2)([c:123]2[cH:124][cH:125][cH:126][cH:127][cH:128]2)[c:129]2[cH:130][cH:131][cH:132][cH:133][cH:134]2)[cH:135][cH:136]1>>[c:2]1(-[c:35]2[cH:36][n:37][n:38]([CH2:40][C:41]3([C:44]#[N:45])[CH2:42][CH2:43]3)[cH:39]2)[cH:3][cH:4][c:5]2[c:10]([cH:11]1)[CH2:9][N:8]([c:12]1[n:13][c:14]([NH2:25])[n:15][c:16]([N:18]3[CH2:19][CH2:20][N:21]([CH3:24])[CH2:22][CH2:23]3)[cH:17]1)[CH:7]([CH3:26])[CH2:6]2. The reactants are [H-].[Na+] (sodium hydride), oil, C1(=CC=CC=C1)NCC1=CC=CC=C1 (N-phenyl-N-benzylamine), CN(C=O)C (N,N-dimethylformamide). Run at time 45 minute. The product is C(C1=CC=CC=C1)N(C1=CC=CC=C1)C (N-benzyl-N-methyl-N-phenylamine). Reaction SMILES: [H-].[Na+].[C:3]1([NH:9][CH2:10][C:11]2[CH:16]=[CH:15][CH:14]=[CH:13][CH:12]=2)[CH:8]=[CH:7][CH:6]=[CH:5][CH:4]=1.[CH3:17]N(C)C=O>>[CH2:10]([N:9]([CH3:17])[C:3]1[CH:4]=[CH:5][CH:6]=[CH:7][CH:8]=1)[C:11]1[CH:12]=[CH:13][CH:14]=[CH:15][CH:16]=1 |f:0.1|. Procedure: 60% dispersion of sodium hydride in mineral oil (2.37 g, 0.0592 mol) was added to a solution of N-phenyl-N-benzylamine (10.33 g, 0.0564 mol) in anhydrous N,N-dimethylformamide (200 mL) at 0° C. The reaction mixture was warmed up to ambient temperature and stirred for 45 min. lodomethane (7.99 g, 0.0564 mol) was added dropwise and the stirring at ambient temperature was continued under an atmosphere of nitrogen for 20 hours. The solvent was removed under reduced pressure and the residue partition... Reactants: FC1=CC=C(C(=O)O)C=C1 (4-fluorobenzoic acid), CCN(C(C)C)C(C)C (DIPEA), OC(=O)C(F)(F)F.O=C(CNC(=O)C1=CC=C(C=C1)C1=CC=CC=C1)N1CCNCC1 (biphenyl-4-carboxylicacid (2-oxo-2-piperazin-1-yl-ethyl)-amide TFA salt), C=1C=CC2=C(C1)N=NN2O (HOBT), CCN=C=NCCCN(C)C.Cl (EDCI.HCl). Solvent: O (water), CN(C)C=O (DMF). Reaction conditions: time 8 hour. The product is FC1=CC=C(C(=O)N2CCN(CC2)C(CNC(=O)C2=CC=C(C=C2)C2=CC=CC=C2)=O)C=C1 (biphenyl-4-carboxylicacid {2-[4-(4-fluoro-benzoyl)-piperazin-1-yl]-2-oxo-ethyl}-amide). The yield is 47.3%. Reaction SMILES: CCN(C(C)C)C(C)C.OC(C(F)(F)F)=O.[O:17]=[C:18]([N:35]1[CH2:40][CH2:39][NH:38][CH2:37][CH2:36]1)[CH2:19][NH:20][C:21]([C:23]1[CH:28]=[CH:27][C:26]([C:29]2[CH:34]=[CH:33][CH:32]=[CH:31][CH:30]=2)=[CH:25][CH:24]=1)=[O:22].C1C=CC2N(O)N=NC=2C=1.CCN=C=NCCCN(C)C.Cl.[F:63][C:64]1[CH:72]=[CH:71][C:67]([C:68](O)=[O:69])=[CH:66][CH:65]=1>CN(C=O)C.O>[F:63][C:64]1[CH:72]=[CH:71][C:67]([C:68]([N:38]2[CH2:39][CH2:40][N:35]([C:18](=[O:17])[CH2:19][NH:20][C:21]([C:23]3[CH:24]=[CH:25][C:26]([C:29]4[CH:34]=[CH:33][CH:32]=[CH:31][CH:30]=4)=[CH:27][CH:28]=3)=[O:22])[CH2:36][CH2:37]2)=[O:69])=[CH:66][CH:65]=1 |f:1.2,4.5|. Procedure: DIPEA (77.35 mg, 0.60 mmol) was added to a stirred solution of biphenyl-4-carboxylicacid (2-oxo-2-piperazin-1-yl-ethyl)-amide TFA salt (70 mg, 0.16 mmol) in DMF (2 mL). HOBT (19.8 mg, 0.14 mmol) and EDCI.HCl (63.74 mg, 0.33 mmol) were then added. After 2 minutes 4-fluorobenzoic acid (18.6 mg, 0.133 mmol) was added and the resulting mixture was stirred overnight. The reaction mixture was diluted with cold water and the product was precipitated and filtered to afford 28 mg (46.7% yield) of bipheny... Reactants: COC=1C=C(C=C(C1OC)OC)C1=NC(=C2C=CC=NC2=C1)OS(=O)(=O)C(F)(F)F (Trifluoro-methanesulfonic acid 7-(3,4,5-trimethoxy-phenyl)-[1,6]naphthyridine-5-yl ester), NC[C@@H]1CC(NC1)=O ((S)-4-(aminomethyl)pyrrolidin-2-one), C(C)(C)N(CC)C(C)C (diisopropylethylamine). Run in O (water), CO (methanol), CC(=O)N(C)C (dimethylacetamide). Conditions: temperature 70 celsius. Yields the product COC=1C=C(C=C(C1OC)OC)C1=NC(=C2C=CC=NC2=C1)NC[C@@H]1CC(NC1)=O ((S)-4-((7-(3,4,5-trimethoxyphenyl)-1,6-naphthyridine-5-ylamino)methyl)pyrrolidine-2-one). RXN SMILES: [CH3:1][O:2][C:3]1[CH:4]=[C:5]([C:13]2[CH:22]=[C:21]3[C:16]([CH:17]=[CH:18][CH:19]=[N:20]3)=[C:15](OS(C(F)(F)F)(=O)=O)[N:14]=2)[CH:6]=[C:7]([O:11][CH3:12])[C:8]=1[O:9][CH3:10].[NH2:31][CH2:32][C@H:33]1[CH2:37][NH:36][C:35](=[O:38])[CH2:34]1.C(N(C(C)C)CC)(C)C>CC(N(C)C)=O.O.CO>[CH3:1][O:2][C:3]1[CH:4]=[C:5]([C:13]2[CH:22]=[C:21]3[C:16]([CH:17]=[CH:18][CH:19]=[N:20]3)=[C:15]([NH:31][CH2:32][C@H:33]3[CH2:37][NH:36][C:35](=[O:38])[CH2:34]3)[N:14]=2)[CH:6]=[C:7]([O:11][CH3:12])[C:8]=1[O:9][CH3:10]. Procedure: 100 mg 6.1 and 30 mg of (S)-4-(aminomethyl)pyrrolidin-2-one (2.2) were dissolved in dimethylacetamide. 0.175 mL of diisopropylethylamine was added and the mixture was heated at 70° C. overnight. The mixture was diluted with water and methanol and purified via chromatography (RP-HPLC) and the corresponding fractions were freeze-dried. Reactants: FC=1C=C(C=CC1F)C(C#N)NC1=CC=C(C=C1)S(N)(=O)=O (α-(3,4-difluorophenyl)-α-(4-sulfamoylanilino)acetonitrile), O=CC(C)=C (methacrolein). The product is FC=1C=C(C=CC1F)C=1N(C=C(C1)C)C1=CC=C(C=C1)S(N)(=O)=O (2-(3,4-Difluorophenyl)-4-methyl-1-(4-sulfamoylphenyl)pyrrole), powder. The yield is 51.0%. RXN SMILES: [F:1][C:2]1[CH:3]=[C:4]([CH:9]([NH:12][C:13]2[CH:18]=[CH:17][C:16]([S:19](=[O:22])(=[O:21])[NH2:20])=[CH:15][CH:14]=2)[C:10]#N)[CH:5]=[CH:6][C:7]=1[F:8].O=[CH:24][C:25](=C)[CH3:26]>>[F:1][C:2]1[CH:3]=[C:4]([C:9]2[N:12]([C:13]3[CH:18]=[CH:17][C:16]([S:19](=[O:22])(=[O:21])[NH2:20])=[CH:15][CH:14]=3)[CH:24]=[C:25]([CH3:26])[CH:10]=2)[CH:5]=[CH:6][C:7]=1[F:8]. Procedure details: Following a procedure similar to that described in Example 1(iii), but using α-(3,4-difluorophenyl)-α-(4-sulfamoylanilino)acetonitrile [prepared as described in step (ii) above] and methacrolein as starting materials, the title compound was obtained as a pale yellow powder (yield 51%), melting at 177-1 79° C. Reactants: C(C)(C)NC(C)C (diisopropylamine), C(CCC)[Li] (n-butyllithium), hexanes, C(C1=CC=CC=C1)OC1=CC=C(C=O)C=C1 (4-benzyloxybenzaldehyde), CN(C=S)C (N,N-dimethylthioformamide). The solvent is C1CCOC1 (THF), C1CCOC1 (THF). Run at temperature -78 celsius, time 1.5 hour. Yields the product C(C1=CC=CC=C1)OC1=CC=C(C=C1)C(C(=S)N(C)C)O (α-(4-Benzyloxyphenyl)-α-hydroxy-N,N-dimethyl-thioacetamide). The yield is 45.5%. RXN SMILES: C(NC(C)C)(C)C.C([Li])CCC.[CH2:13]([O:20][C:21]1[CH:28]=[CH:27][C:24]([CH:25]=[O:26])=[CH:23][CH:22]=1)[C:14]1[CH:19]=[CH:18][CH:17]=[CH:16][CH:15]=1.[CH3:29][N:30]([CH3:33])[CH:31]=[S:32]>C1COCC1>[CH2:13]([O:20][C:21]1[CH:22]=[CH:23][C:24]([CH:25]([OH:26])[C:31]([N:30]([CH3:33])[CH3:29])=[S:32])=[CH:27][CH:28]=1)[C:14]1[CH:15]=[CH:16][CH:17]=[CH:18][CH:19]=1. Reported procedure: To a solution of distilled diisopropylamine (22.9 mL, 175 mmol) in 400 mL of anhydrous THF at −78° C. was added 1.6 M n-butyllithium in hexanes (100 mL, 160 mmol) over a period of 45 min. The mixture was stirred at −78° C. for 1.5 h. To the solution was cannulated over a period of 1 h a solution of 4-benzyloxybenzaldehyde (30.9 g, 146 mmol) and N,N-dimethylthioformamide (13.7 mL, 160 mmol) in 100 mL of distilled THF. The reaction mixture was stirred at −78° C. for 16 h. The reaction was then que... Reactants: COC(=O)P(=O)(O)O (phosphonoformic acid methyl ester), CNN (methyl hydrazine). Run in 70, CO (methanol), C(C)O (ethyl alcohol), O (water). Reaction conditions: temperature 80 celsius, time 7 hour. Product: CN(N)C(=O)P(=O)(O)O (phosphonoformic acid methyl hydrazide). Isolated yield 38.0%. As a reaction SMILES: C[O:2][C:3]([P:5]([OH:8])([OH:7])=[O:6])=O.[CH3:9][NH:10][NH2:11]>O.CO.C(O)C>[CH3:9][N:10]([C:3]([P:5]([OH:8])([OH:7])=[O:6])=[O:2])[NH2:11]. Reported procedure: 46 parts by weight of Na2 -salt of phosphonoformic acid methyl ester are dissolved in 90 parts by volume of water and 46 parts by weight of methyl hydrazine are added at 25° C. The mixture is stirred at 80° C. for 7 hours and allowed to cool. The residue is removed by suction filtration and the filtrate is evaporated in vacuo. The residue after evaporation is digested with ethyl alcohol and the such obtained crystals are again dissolved in a mixture of 70 parts by volume methanol and 200 parts b... The reactants are C=O, CC(C)(C)OC(=O)NC(C(=O)c1ccc(N2CCN(C(=O)OCc3ccccc3)CC2)cc1)C(C)(C)C, CO, CCOC(C)=O. Product: CN1CCN(c2ccc(C(=O)C(NC(=O)OC(C)(C)C)C(C)(C)C)cc2)CC1. RXN SMILES: [CH2:1]=[O:2].[CH2:3]([O:4][C:11](=[O:5])[N:13]1[CH2:14][CH2:15][N:16]([c:19]2[cH:20][cH:21][c:22]([C:25]([CH:26]([C:27]([CH3:28])([CH3:29])[CH3:30])[NH:31][C:32](=[O:33])[O:34][C:35]([CH3:36])([CH3:37])[CH3:38])=[O:39])[cH:23][cH:24]2)[CH2:17][CH2:18]1)[c:6]1[cH:7][cH:8][cH:9][cH:10][cH:12]1.[CH3:40][OH:41].[CH3:42][CH2:43][O:44][C:45](=[O:46])[CH3:47]>>[CH3:11][N:13]1[CH2:14][CH2:15][N:16]([c:19]2[cH:20][cH:21][c:22]([C:25]([CH:26]([C:27]([CH3:28])([CH3:29])[CH3:30])[NH:31][C:32](=[O:33])[O:34][C:35]([CH3:36])([CH3:37])[CH3:38])=[O:39])[cH:23][cH:24]2)[CH2:17][CH2:18]1. The reactants are [N+](=O)([O-])C=1C=C(C=CC1O)C1(C2=CC(=CC=C2C=2C=CC(=CC12)C12CC3CC(CC(C1)C3)C2)C23CC1CC(CC(C2)C1)C3)C3=CC(=C(C=C3)O)[N+](=O)[O-] (9,9-bis(3-nitro-4-hydroxyphenyl)-2,7-di(1-adamantyl)-fluorene). The reagents and catalysts are [Pd] (palladium-activated carbon). Solvent: CN(C=O)C (N,N-dimethylformamide). Run at temperature 25 celsius, time 24 hour. Yields the product NC=1C=C(C=CC1O)C1(C2=CC(=CC=C2C=2C=CC(=CC12)C12CC3CC(CC(C1)C3)C2)C23CC1CC(CC(C2)C1)C3)C3=CC(=C(C=C3)O)N (9,9-bis(3-amino-4-hydroxy-phenyl)-2,7-di(1-adamantyl)-fluorene). The yield is 94.0%. As a reaction SMILES: [N+:1]([C:4]1[CH:5]=[C:6]([C:11]2([C:44]3[CH:49]=[CH:48][C:47]([OH:50])=[C:46]([N+:51]([O-])=O)[CH:45]=3)[C:23]3[CH:22]=[C:21]([C:24]45[CH2:33][CH:28]6[CH2:29][CH:30]([CH2:32][CH:26]([CH2:27]6)[CH2:25]4)[CH2:31]5)[CH:20]=[CH:19][C:18]=3[C:17]3[C:12]2=[CH:13][C:14]([C:34]24[CH2:43][CH:38]5[CH2:39][CH:40]([CH2:42][CH:36]([CH2:37]5)[CH2:35]2)[CH2:41]4)=[CH:15][CH:16]=3)[CH:7]=[CH:8][C:9]=1[OH:10])([O-])=O>[Pd].CN(C)C=O>[NH2:1][C:4]1[CH:5]=[C:6]([C:11]2([C:44]3[CH:49]=[CH:48][C:47]([OH:50])=[C:46]([NH2:51])[CH:45]=3)[C:23]3[CH:22]=[C:21]([C:24]45[CH2:31][CH:30]6[CH2:32][CH:26]([CH2:27][CH:28]([CH2:29]6)[CH2:33]4)[CH2:25]5)[CH:20]=[CH:19][C:18]=3[C:17]3[C:12]2=[CH:13][C:14]([C:34]24[CH2:43][CH:38]5[CH2:39][CH:40]([CH2:42][CH:36]([CH2:37]5)[CH2:35]2)[CH2:41]4)=[CH:15][CH:16]=3)[CH:7]=[CH:8][C:9]=1[OH:10]. Procedure details: Next, in a 300 mL recovery flask, 71.0 g of the obtained 9,9-bis(3-nitro-4-hydroxyphenyl)-2,7-di(1-adamantyl)-fluorene (0.10 mol), 0.318 g of 10% palladium-activated carbon (0.30 mmol), 273 mL of N,N-dimethylformamide and a stirrer were charged and agitated at 25° C. for 24 hours under a hydrogen atmosphere. A reaction solution was filtered and then added to 1 L of ion-exchange water. Solid precipitate was collected by filtration, then agitated in 1 L of ion-exchange water for one hour and dried...